This data is from the Open Reaction Database (ORD), a public repository of structured organic reaction records. The task is: describe an organic reaction: reactants, conditions, products, and yield Starting materials: [Li]CCCC, CCOC(C)=O, [Cl-], [NH4+], CC1(C)CCC(C)(C)c2cc(C3OCCO3)c(Br)cc21, C1CCOC1, O=Cc1cccs1. The product is CC1(C)CCC(C)(C)c2cc(C(O)c3cccs3)c(C3OCCO3)cc21. As a reaction SMILES: [CH3:21][CH2:22][CH2:23][CH2:24][Li:25].[CH3:40][CH2:41][O:42][C:43](=[O:44])[CH3:45].[Cl-:33].[NH4+:34].[O:1]1[CH:2]([c:6]2[cH:7][c:8]3[c:13]([cH:14][c:15]2[Br:16])[C:12]([CH3:17])([CH3:18])[CH2:11][CH2:10][C:9]3([CH3:19])[CH3:20])[O:3][CH2:4][CH2:5]1.[O:35]1[CH2:36][CH2:37][CH2:38][CH2:39]1.[s:26]1[c:27]([CH:31]=[O:32])[cH:28][cH:29][cH:30]1>>[O:1]1[CH:2]([c:6]2[cH:7][c:8]3[c:13]([cH:14][c:15]2[CH:31]([c:27]2[s:26][cH:30][cH:29][cH:28]2)[OH:32])[C:12]([CH3:17])([CH3:18])[CH2:11][CH2:10][C:9]3([CH3:19])[CH3:20])[O:3][CH2:4][CH2:5]1.